Dataset: the Open Reaction Database (ORD), a public repository of structured organic reaction records. Task: describe an organic reaction: reactants, conditions, products, and yield Starting materials: O (Water), S(=O)([O-])S(=O)[O-].[Na+].[Na+] (sodium hydrosulfite), C([O-])([O-])=O.[K+].[K+] (potassium carbonate), BrC1=CC=C2C(=C(C=NC2=C1)[N+](=O)[O-])NCCCC(OC)OC ((7-bromo-3-nitroquinolin-4-yl)(4,4-dimethoxybutyl)amine). Reagents/catalysts: CC[N+]1=CC=C(C=C1)C2=CC=[N+](C=C2)CC.[Br-].[Br-] (ethyl viologen dibromide). The solvent is ClCCl (dichloromethane). Reaction conditions: time 8 hour. Yields the product BrC1=CC=C2C(=C(C=NC2=C1)N)NCCCC(OC)OC (7-bromo-N4-(4,4-dimethoxybutyl)quinoline-3,4 diamine). Reaction SMILES: O.S(S([O-])=O)([O-])=O.[Na+].[Na+].C(=O)([O-])[O-].[K+].[K+].[Br:16][C:17]1[CH:26]=[C:25]2[C:20]([C:21]([NH:30][CH2:31][CH2:32][CH2:33][CH:34]([O:37][CH3:38])[O:35][CH3:36])=[C:22]([N+:27]([O-])=O)[CH:23]=[N:24]2)=[CH:19][CH:18]=1>ClCCl.CC[N+]1C=CC(C2C=C[N+](CC)=CC=2)=CC=1.[Br-].[Br-]>[Br:16][C:17]1[CH:26]=[C:25]2[C:20]([C:21]([NH:30][CH2:31][CH2:32][CH2:33][CH:34]([O:37][CH3:38])[O:35][CH3:36])=[C:22]([NH2:27])[CH:23]=[N:24]2)=[CH:19][CH:18]=1 |f:1.2.3,4.5.6,9.10.11|. Reported procedure: Water (200 mL), sodium hydrosulfite (90.9 g, 522.3 mmol), ethyl viologen dibromide (0.64 g, 1.74 mL mmol) and potassium carbonate (95.0 g, 687 mmol) were sequentially added to a solution of (7-bromo-3-nitroquinolin-4-yl)(4,4-dimethoxybutyl)amine in dichloromethane and stirred overnight at ambient temperature. The layers were separated and the organic layer was washed sequentially with water (5×200 mL), saturated aqueous sodium bicarbonate, and brine, dried over magnesium sulfate, and concentrate... Reactants: BrC=1C=2N(C=CC1)N=C(N2)Cl (8-bromo-2-chloro-[1,2,4]triazolo[1,5-a]pyridine), ClC=1C=CC(=C(C1)B(O)O)OCCC (5-chloro-2-propoxyphenylboronic acid), Example 2c. Product: ClC1=NN2C(C(=CC=C2)C2=C(C=CC(=C2)Cl)OCCC)=N1 (2-Chloro-8-(5-chloro-2-propoxy-phenyl)-[1,2,4]triazolo[1,5-a]pyridine). Reaction SMILES: Br[C:2]1[C:3]2[N:4]([N:8]=[C:9]([Cl:11])[N:10]=2)[CH:5]=[CH:6][CH:7]=1.[Cl:12][C:13]1[CH:14]=[CH:15][C:16]([O:22][CH2:23][CH2:24][CH3:25])=[C:17](B(O)O)[CH:18]=1>>[Cl:11][C:9]1[N:10]=[C:3]2[C:2]([C:15]3[CH:14]=[C:13]([Cl:12])[CH:18]=[CH:17][C:16]=3[O:22][CH2:23][CH2:24][CH3:25])=[CH:7][CH:6]=[CH:5][N:4]2[N:8]=1. Procedure details: 2-Chloro-8-(5-chloro-2-propoxy-phenyl)-[1,2,4]triazolo[1,5-a]pyridine was prepared from 8-bromo-2-chloro-[1,2,4]triazolo[1,5-a]pyridine and 5-chloro-2-propoxyphenylboronic acid in a manner analogous to Example 2c (0.46 g, 66%). MS=323 (MH)+.